describe an organic reaction: reactants, conditions, products, and yield From a dataset of the Open Reaction Database (ORD), a public repository of structured organic reaction records. RXN SMILES: [N:1]1([C:7]2[CH:16]=[CH:15][CH:14]=[C:13]3[C:8]=2[CH2:9][CH2:10][CH2:11][C:12]3=[O:17])[CH2:6][CH2:5][NH:4][CH2:3][CH2:2]1.[O:18]=[C:19]1[NH:28][C:27]2[N:26]=[C:25]([O:29][CH2:30][CH2:31][CH2:32][CH:33]=O)[CH:24]=[CH:23][C:22]=2[CH2:21][CH2:20]1>>[O:17]=[C:12]1[CH2:11][CH2:10][CH2:9][C:8]2[C:7]([N:1]3[CH2:2][CH2:3][N:4]([CH2:33][CH2:32][CH2:31][CH2:30][O:29][C:25]4[N:26]=[C:27]5[C:22]([CH2:21][CH2:20][C:19](=[O:18])[NH:28]5)=[CH:23][CH:24]=4)[CH2:5][CH2:6]3)=[CH:16][CH:15]=[CH:14][C:13]1=2. Procedure details: In a manner similar to that of other examples above, 5-piperazin-1-yl-3,4-dihydro-2H-naphthalen-1-one was coupled by reductive amination to 4-(7-oxo-5,6,7,8-tetrahydro-[1,8]naphthyridin-2-yloxy)-butyraldehyde followed by typical workup and purification to give the title compound, mp 169–170° C. MS: APCI: M+1: 449.2 (Exact Mass: 448.25). The product is O=C1C=2C=CC=C(C2CCC1)N1CCN(CC1)CCCCOC1=CC=C2CCC(NC2=N1)=O (7-{4-[4-(5-Oxo-5,6,7,8-tetrahydro-naphthalen-1-yl)-piperazin-1-yl]-butoxy}-3,4-dihydro-1H-[1,8]naphthyridin-2-one). Reactants: N1(CCNCC1)C1=C2CCCC(C2=CC=C1)=O (5-piperazin-1-yl-3,4-dihydro-2H-naphthalen-1-one), O=C1CCC=2C=CC(=NC2N1)OCCCC=O (4-(7-oxo-5,6,7,8-tetrahydro-[1,8]naphthyridin-2-yloxy)-butyraldehyde). Starting materials: CO, [Li]C(C)CC, C1CCOC1, O=C(Cl)c1cccs1, CC1(C)COC(c2ccsc2)=N1. The product is CC1(C)COC(c2ccsc2C(=O)c2cccs2)=N1. Reaction SMILES: [CH3:26][OH:27].[CH:13]([Li:14])([CH2:15][CH3:16])[CH3:17].[O:28]1[CH2:29][CH2:30][CH2:31][CH2:32]1.[c:18]1([C:23](=[O:24])[Cl:25])[cH:19][cH:20][cH:21][s:22]1.[s:1]1[cH:2][c:3]([C:6]2=[N:10][C:9]([CH3:11])([CH3:12])[CH2:8][O:7]2)[cH:4][cH:5]1>>[s:1]1[c:2]([C:23]([c:18]2[cH:19][cH:20][cH:21][s:22]2)=[O:24])[c:3]([C:6]2=[N:10][C:9]([CH3:11])([CH3:12])[CH2:8][O:7]2)[cH:4][cH:5]1. The product is NC=1C=C2C(C(N(C2=CC1[N+](=O)[O-])CCCOCC1=CC=CC=C1)=O)(C)C (5-amino-1-(3-benzyloxy-propyl)-3,3-dimethyl-6-nitro-1,3-dihydro-indol-2-one). RXN SMILES: [CH3:1][C:2]1([CH3:19])[C:10]2[C:5](=[CH:6][C:7]([N+:15]([O-:17])=[O:16])=[C:8]([NH:11]C(=O)C)[CH:9]=2)[NH:4][C:3]1=[O:18].Br[CH2:21][CH2:22][CH2:23][O:24][CH2:25][C:26]1[CH:31]=[CH:30][CH:29]=[CH:28][CH:27]=1.C([O-])([O-])=O.[K+].[K+]>Cl>[NH2:11][C:8]1[CH:9]=[C:10]2[C:5](=[CH:6][C:7]=1[N+:15]([O-:17])=[O:16])[N:4]([CH2:21][CH2:22][CH2:23][O:24][CH2:25][C:26]1[CH:31]=[CH:30][CH:29]=[CH:28][CH:27]=1)[C:3](=[O:18])[C:2]2([CH3:1])[CH3:19] |f:2.3.4|. Isolated yield 100.4%. The reactants are CC1(C(NC2=CC(=C(C=C12)NC(C)=O)[N+](=O)[O-])=O)C (N-(3,3-dimethyl-6-nitro-2-oxo-2,3-dihydro-1H-indol-5-yl)-acetamide), crude material, BrCCCOCC1=CC=CC=C1 ((3-bromo-propoxymethyl)-benzene), C(=O)([O-])[O-].[K+].[K+] (K2CO3). Solvent: Cl (hydrochloric acid). Procedure details: Analogously to general procedure (I) N-(3,3-dimethyl-6-nitro-2-oxo-2,3-dihydro-1H-indol-5-yl)-acetamide (1.49 g) is alkylated using (3-bromo-propoxymethyl)-benzene (1,36 g; 5.95 mmol) and K2CO3 (2.07 g; 15.0 mmol) at RT for 16 h. After aqueous work-up the crude material is de-acetylated in hydrochloric acid (6 N, 60 ml) at reflux. After aqueous work-up 5-amino-1-(3-benzyloxy-propyl)-3,3-dimethyl-6-nitro-1,3-dihydro-indol-2-one (2.1 g) is obtained and used without further purification.